Dataset: the Open Reaction Database (ORD), a public repository of structured organic reaction records. Task: describe an organic reaction: reactants, conditions, products, and yield The reactants are FC(C1=NC(=NC=C1)NC1=CC(=CC(=C1)B1OC(C(O1)(C)C)(C)C)C)F (4-(Difluoromethyl)-N-(3-methyl-5-(4,4,5,5-tetramethyl-1,3,2-dioxaborolan-2-yl)phenyl)pyrimidin-2-amine), BrC=1C=NN(C1)CC(C)=O (1-(4-bromo-1H-pyrazol-1-yl)propan-2-one), C([O-])([O-])=O.[Na+].[Na+] (sodium carbonate). The reagents and catalysts are C1=CC=C(C=C1)P([C-]2C=CC=C2)C3=CC=CC=C3.C1=CC=C(C=C1)P([C-]2C=CC=C2)C3=CC=CC=C3.Cl[Pd]Cl.[Fe+2].C(Cl)Cl (PdCl2(dppf) CH2Cl2). The solvent is O (water), O1CCOCC1 (dioxane). Reaction conditions: temperature 90 celsius. Yields the product FC(C1=NC(=NC=C1)NC=1C=C(C=C(C1)C)C=1C=NN(C1)CC(C)=O)F (1-(4-(3-((4-(difluoromethyl)pyrimidin-2-yl)amino)-5-methylphenyl)-1H-pyrazol-1-yl)propan-2-one). As a reaction SMILES: [F:1][CH:2]([F:26])[C:3]1[CH:8]=[CH:7][N:6]=[C:5]([NH:9][C:10]2[CH:15]=[C:14](B3OC(C)(C)C(C)(C)O3)[CH:13]=[C:12]([CH3:25])[CH:11]=2)[N:4]=1.Br[C:28]1[CH:29]=[N:30][N:31]([CH2:33][C:34](=[O:36])[CH3:35])[CH:32]=1.C(=O)([O-])[O-].[Na+].[Na+]>O1CCOCC1.O.C1C=CC(P(C2C=CC=CC=2)[C-]2C=CC=C2)=CC=1.C1C=CC(P(C2C=CC=CC=2)[C-]2C=CC=C2)=CC=1.Cl[Pd]Cl.[Fe+2].C(Cl)Cl>[F:26][CH:2]([F:1])[C:3]1[CH:8]=[CH:7][N:6]=[C:5]([NH:9][C:10]2[CH:15]=[C:14]([C:28]3[CH:29]=[N:30][N:31]([CH2:33][C:34](=[O:36])[CH3:35])[CH:32]=3)[CH:13]=[C:12]([CH3:25])[CH:11]=2)[N:4]=1 |f:2.3.4,7.8.9.10.11|. Procedure details: 4-(Difluoromethyl)-N-(3-methyl-5-(4,4,5,5-tetramethyl-1,3,2-dioxaborolan-2-yl)phenyl)pyrimidin-2-amine (400 mg, 1.11 mmol) and 1-(4-bromo-1H-pyrazol-1-yl)propan-2-one (225 mg, 1.11 mmol) were dissolved in dioxane (4 mL) and degassed with nitrogen for 5 minutes. PdCl2(dppf)-CH2Cl2 (90 mg, 0.11 mmol) and sodium carbonate (2.0 M in water, 1.107 ml, 2.215 mmol) were added, the reaction was sealed and heated to 90° C. for 12 hours. The reaction was cooled to ambient temperature, diluted with water (1... Starting materials: [H-].[Na+] (Sodium hydride), C(C)(C)(C)OC(=O)N1CCC(CC1)(O)C1=CC=C(C=C1)Br (4-(4-bromophenyl)-4-hydroxypiperidine-1-carboxylic acid tert-butyl ester), CI (methyl iodide). Run in C1CCOC1 (THF). Conditions: time 1 hour. The product is C(C)(C)(C)OC(=O)N1CCC(CC1)(OC)C1=CC=C(C=C1)Br (4-(4-Bromophenyl)-4-methoxypiperidine-1-carboxylic acid tert-butyl ester). The yield is 112.3%. As a reaction SMILES: [H-].[Na+].[C:3]([O:7][C:8]([N:10]1[CH2:15][CH2:14][C:13]([C:17]2[CH:22]=[CH:21][C:20]([Br:23])=[CH:19][CH:18]=2)([OH:16])[CH2:12][CH2:11]1)=[O:9])([CH3:6])([CH3:5])[CH3:4].[CH3:24]I>C1COCC1>[C:3]([O:7][C:8]([N:10]1[CH2:11][CH2:12][C:13]([C:17]2[CH:22]=[CH:21][C:20]([Br:23])=[CH:19][CH:18]=2)([O:16][CH3:24])[CH2:14][CH2:15]1)=[O:9])([CH3:6])([CH3:4])[CH3:5] |f:0.1|. Procedure: Sodium hydride (76 mg, 1.90 mmol) was added portionwise to a solution of 4-(4-bromophenyl)-4-hydroxypiperidine-1-carboxylic acid tert-butyl ester (519 mg, 1.46 mmol) in anhydrous THF (10 mL) at 0° C. After 1 h, methyl iodide (136 μL, 2.19 mmol) was added and the reaction mixture was allowed to warm to ambient temperature and stirred for 18 h. The reaction was quenched by the addition of water (10 mL), the organic layer was separated and the aqueous layer back-extracted with DCM (3×10 mL). The co... Starting materials: CC1=C(SC(=C1)N1C(N(CC1)CCOC1=CC=CC=C1)=O)C(=O)O (3-methyl-5-(2-oxo-3-(2-phenoxyethyl)imidazolidin-1-yl)thiophene-2-carboxylic acid), FC1=CC=C(CN2C(N(CC2)C2=CC(=C(S2)C(=O)O)C)=O)C=C1 (5-(3-(4-fluorobenzyl)-2-oxoimidazolidin-1-yl)-3-methylthiophene-2-carboxylic acid), S1C(=CC=C1)CN (thiophen-2-ylmethanamine). Yields the product FC1=CC=C(CN2C(N(CC2)C2=CC(=C(S2)C(=O)NCC=2SC=CC2)C)=O)C=C1 (5-(3-(4-fluorobenzyl)-2-oxoimidazolidin-1-yl)-3-methyl-N-(thiophen-2-ylmethyl)thiophene-2-carboxamide). Isolated yield 82.0%. Reaction SMILES: CC1C=C(N2CCN(CCOC3C=CC=CC=3)C2=O)SC=1C(O)=O.[F:25][C:26]1[CH:47]=[CH:46][C:29]([CH2:30][N:31]2[CH2:35][CH2:34][N:33]([C:36]3[S:40][C:39]([C:41](O)=[O:42])=[C:38]([CH3:44])[CH:37]=3)[C:32]2=[O:45])=[CH:28][CH:27]=1.[S:48]1[CH:52]=[CH:51][CH:50]=[C:49]1[CH2:53][NH2:54]>>[F:25][C:26]1[CH:47]=[CH:46][C:29]([CH2:30][N:31]2[CH2:35][CH2:34][N:33]([C:36]3[S:40][C:39]([C:41]([NH:54][CH2:53][C:49]4[S:48][CH:52]=[CH:51][CH:50]=4)=[O:42])=[C:38]([CH3:44])[CH:37]=3)[C:32]2=[O:45])=[CH:28][CH:27]=1. Procedure: Following the procedures as described in Example 55, making variations as required to replace 3-methyl-5-(2-oxo-3-(2-phenoxyethyl)imidazolidin-1-yl)thiophene-2-carboxylic acid with 5-(3-(4-fluorobenzyl)-2-oxoimidazolidin-1-yl)-3-methylthiophene-2-carboxylic acid to react with thiophen-2-ylmethanamine, the title compound was obtained as a colorless solid in 82% yield: mp 128-131° C.; 1H NMR (300 MHz, CDCl3) δ 7.30-7.20 (m, 3H), 7.06-6.93 (m, 4H), 6.08 (s, 1H), 6.01 (t, J=5.4 Hz, 1 H), 4.73 (d, J=... Starting materials: CC1=C(C(=NC(=N1)Cl)OC1=CC(=CC=C1)C1=CC=CC=C1)CC(=O)OC (Methyl α-[6-methyl-2-chloro-4-(3-phenylphenoxy)-5-pyrimidinyl]-acetate). The reagents and catalysts are [Pd] (Pd on charcoal). Run in CO.CN(C)C (methanol trimethylamine). Yields the product CC1=C(C(=NC=N1)OC1=CC(=CC=C1)C1=CC=CC=C1)CC(=O)OC (methyl α-[6-methyl-4-(3-phenylphenoxy)-5-pyrimidinyl]-acetate). As a reaction SMILES: [CH3:1][C:2]1[N:7]=[C:6](Cl)[N:5]=[C:4]([O:9][C:10]2[CH:15]=[CH:14][CH:13]=[C:12]([C:16]3[CH:21]=[CH:20][CH:19]=[CH:18][CH:17]=3)[CH:11]=2)[C:3]=1[CH2:22][C:23]([O:25][CH3:26])=[O:24]>CO.CN(C)C.[Pd]>[CH3:1][C:2]1[N:7]=[CH:6][N:5]=[C:4]([O:9][C:10]2[CH:15]=[CH:14][CH:13]=[C:12]([C:16]3[CH:21]=[CH:20][CH:19]=[CH:18][CH:17]=3)[CH:11]=2)[C:3]=1[CH2:22][C:23]([O:25][CH3:26])=[O:24] |f:1.2|. Procedure: Methyl α-[6-methyl-2-chloro-4-(3-phenylphenoxy)-5-pyrimidinyl]-acetate is dissolved in methanol/trimethylamine (50 ml/10 ml) and hydrogenated over Pd on charcoal (0.2 g). The reaction mixture is evaporated. Addition of potassium carbonate, ether extraction and chromatography on silica gel gives pure methyl α-[6-methyl-4-(3-phenylphenoxy)-5-pyrimidinyl]-acetate. 1H (CDCl3):8.58 (s, 1H); 7.65-7.05 (m, 9H); 3.86 (s, 2H); 3.77 (s, 3H); 2.55 (s, 3H). The reactants are COC(=O)C=1C(=NC2=C(C=C(C=C2C1C1=CC=CC=C1)Cl)C)Cl (2,6-dichloro-8-methyl-4-phenyl-quinoline-3-carboxylic acid methyl ester), N1CCCCC1 (piperidine). The product is ClC=1C=C2C(=C(C(=NC2=C(C1)C)N1CCCCC1)C(=O)O)C1=CC=CC=C1 (6-Chloro-8-methyl-4-phenyl-2-piperidin-1-yl-quinoline-3-carboxylic acid). RXN SMILES: C[O:2][C:3]([C:5]1[C:6](Cl)=[N:7][C:8]2[C:13]([C:14]=1[C:15]1[CH:20]=[CH:19][CH:18]=[CH:17][CH:16]=1)=[CH:12][C:11]([Cl:21])=[CH:10][C:9]=2[CH3:22])=[O:4].[NH:24]1[CH2:29][CH2:28][CH2:27][CH2:26][CH2:25]1>>[Cl:21][C:11]1[CH:12]=[C:13]2[C:8](=[C:9]([CH3:22])[CH:10]=1)[N:7]=[C:6]([N:24]1[CH2:29][CH2:28][CH2:27][CH2:26][CH2:25]1)[C:5]([C:3]([OH:2])=[O:4])=[C:14]2[C:15]1[CH:20]=[CH:19][CH:18]=[CH:17][CH:16]=1. Procedure: The title compound was prepared in analogy to example 21 step D from 2,6-dichloro-8-methyl-4-phenyl-quinoline-3-carboxylic acid methyl ester and piperidine. Brown solid. MS (ESI): 381.2 (M+H)+. The reactants are CCOC(=O)OCC, CC[O-], CO, CCC(CC)N1C(=O)C(C)(CC(O)C(N)=O)CC(c2cccc(Cl)c2)C1c1ccc(Cl)cc1, [Na+]. RXN SMILES: [C:38](=[O:39])([O:40][CH2:41][CH3:42])[O:43][CH2:44][CH3:45].[CH3:35][CH2:36][O-:37].[CH3:46][OH:47].[Cl:1][c:2]1[cH:3][c:4]([CH:8]2[CH2:9][C:10]([CH3:27])([CH2:28][CH:29]([C:30](=[O:31])[NH2:32])[OH:33])[C:11](=[O:26])[N:12]([CH:21]([CH2:22][CH3:23])[CH2:24][CH3:25])[CH:13]2[c:14]2[cH:15][cH:16][c:17]([Cl:20])[cH:18][cH:19]2)[cH:5][cH:6][cH:7]1.[Na+:34]>>[Cl:1][c:2]1[cH:3][c:4]([CH:8]2[CH2:9][C:10]([CH3:27])([CH2:28][CH:29]3[C:30](=[O:31])[NH:32][C:36](=[O:37])[O:33]3)[C:11](=[O:26])[N:12]([CH:21]([CH2:22][CH3:23])[CH2:24][CH3:25])[CH:13]2[c:14]2[cH:15][cH:16][c:17]([Cl:20])[cH:18][cH:19]2)[cH:5][cH:6][cH:7]1. Product: CCC(CC)N1C(=O)C(C)(CC2OC(=O)NC2=O)CC(c2cccc(Cl)c2)C1c1ccc(Cl)cc1. The reactants are COC1=CC=C(C=C1)N=NC1=CC=C(C(C(=O)Cl)=C1)O (5-(4-Methoxyphenylazo)salicoyl chloride), C(C)(=O)N1N=C(N2C1=CC(=N2)C)C2=C(C=CC(=C2)N)OC (1-acetyl-3-(5-amino-2-methoxyphenyl)-6-methyl-1H-pyrazolo[3,2-c]-s-triazole). Yields the product C(C)(=O)N1N=C(N2C1=CC(=N2)C)C=2C=C(C=CC2OC)NC(C2=C(C=CC(=C2)N=NC2=CC=C(C=C2)OC)O)=O (N-[3-(1-Acetyl-6-methyl-1H-pyrazolo[3,2-c]-s-triazol-3-yl)-4-methoxyphenyl]-2-hydroxy-5-(4-methoxyphenylazo)benzamide). As a reaction SMILES: [CH3:1][O:2][C:3]1[CH:8]=[CH:7][C:6]([N:9]=[N:10][C:11]2[CH:19]=[C:15]([C:16](Cl)=[O:17])[C:14]([OH:20])=[CH:13][CH:12]=2)=[CH:5][CH:4]=1.[C:21]([N:24]1[C:28]2=[CH:29][C:30]([CH3:32])=[N:31][N:27]2[C:26]([C:33]2[CH:38]=[C:37]([NH2:39])[CH:36]=[CH:35][C:34]=2[O:40][CH3:41])=[N:25]1)(=[O:23])[CH3:22]>>[C:21]([N:24]1[C:28]2=[CH:29][C:30]([CH3:32])=[N:31][N:27]2[C:26]([C:33]2[CH:38]=[C:37]([NH:39][C:16](=[O:17])[C:15]3[CH:19]=[C:11]([N:10]=[N:9][C:6]4[CH:7]=[CH:8][C:3]([O:2][CH3:1])=[CH:4][CH:5]=4)[CH:12]=[CH:13][C:14]=3[OH:20])[CH:36]=[CH:35][C:34]=2[O:40][CH3:41])=[N:25]1)(=[O:23])[CH3:22]. Procedure: 5-(4-Methoxyphenylazo)salicoyl chloride and 1-acetyl-3-(5-amino-2-methoxyphenyl)-6-methyl-1H-pyrazolo[3,2-c]-s-triazole were reacted together as described for the preparation of Dye 7. The product crystallized as the monohydrate from aqueous pyridine, m.p. 282°-3°, λmax (methanol)=350 nm. Starting materials: C1(=CC(=CC(=C1)C)C)C (mesitylene), ice, Cl (hydrochloric acid), methyl ester, BrC1=C2C=CC(=CC2=CC=C1OC)C(C(=O)O)C (2-(5-bromo-6-methoxy-2-naphthyl)propionic acid). Reagents/catalysts: [Ti](Cl)(Cl)(Cl)Cl (titanium tetrachloride). Solvent: C(Cl)Cl (methylene chloride). Reaction conditions: time 80 hour. The product is COC=1C=C2C=CC(=CC2=CC1)C(C(=O)OC)C (2-(6-Methoxy-2-naphthyl)propionic acid, methyl ester). Reaction SMILES: Br[C:2]1[C:11]([O:12][CH3:13])=[CH:10][CH:9]=[C:8]2[C:3]=1[CH:4]=[CH:5][C:6]([CH:14]([CH3:18])[C:15]([OH:17])=[O:16])=[CH:7]2.[C:19]1(C)C=C(C)C=C(C)C=1.Cl>C(Cl)Cl.[Ti](Cl)(Cl)(Cl)Cl>[CH3:13][O:12][C:11]1[CH:2]=[C:3]2[C:8](=[CH:9][CH:10]=1)[CH:7]=[C:6]([CH:14]([CH3:18])[C:15]([O:17][CH3:19])=[O:16])[CH:5]=[CH:4]2. Reported procedure: 16.1 Grams of the methyl ester of the 2-(5-bromo-6-methoxy-2-naphthyl)propionic acid are dissolved in 65 ml of methylene chloride and then 10.4 ml of mesitylene and 12 ml of anhydrous titanium tetrachloride are added while keeping the temperature at about 20° C. The reaction mixture is kept under stirring at room temperature for 80 hours and then is poured into a mixture made of 68 g of crushed ice and of 15 ml of a 35% (w/v) aqueous solution of hydrochloric acid. The layers are separated after ...